From a dataset of the Open Reaction Database (ORD), a public repository of structured organic reaction records. describe an organic reaction: reactants, conditions, products, and yield Reactants: [Cl-], O=S(=O)(O)c1ccc(Cl)cc1, NCCc1ccc(C(CCCC(=O)O)c2cccnc2)cc1. The product is O=C(O)CCCC(c1ccc(CCNS(=O)(=O)c2ccc(Cl)cc2)cc1)c1cccnc1. RXN SMILES: [Cl-:23].[Cl:24][c:25]1[cH:26][cH:27][c:28]([S:31](=[O:32])(=[O:33])[OH:34])[cH:29][cH:30]1.[NH2:1][CH2:2][CH2:3][c:4]1[cH:5][cH:6][c:7]([CH:10]([CH2:11][CH2:12][CH2:13][C:14](=[O:15])[OH:16])[c:17]2[cH:18][n:19][cH:20][cH:21][cH:22]2)[cH:8][cH:9]1>>[NH:1]([CH2:2][CH2:3][c:4]1[cH:5][cH:6][c:7]([CH:10]([CH2:11][CH2:12][CH2:13][C:14](=[O:15])[OH:16])[c:17]2[cH:18][n:19][cH:20][cH:21][cH:22]2)[cH:8][cH:9]1)[S:31]([c:28]1[cH:27][cH:26][c:25]([Cl:24])[cH:30][cH:29]1)(=[O:32])=[O:33].